Dataset: the Open Reaction Database (ORD), a public repository of structured organic reaction records. Task: describe an organic reaction: reactants, conditions, products, and yield Starting materials: CC(=O)[O-], CCO, COc1ccc(CN(Cc2ccc(OC)cc2)c2nc(C)nc(Cl)n2)cc1, ClCCl, OB(O)c1cccnc1F, [K+], O. Product: COc1ccc(CN(Cc2ccc(OC)cc2)c2nc(C)nc(-c3cccnc3F)n2)cc1. Reaction SMILES: [CH3:2][C:3](=[O:4])[O-:5].[CH3:43][CH2:44][OH:45].[Cl:16][c:17]1[n:18][c:19]([N:24]([CH2:25][c:26]2[cH:27][cH:28][c:29]([O:32][CH3:33])[cH:30][cH:31]2)[CH2:34][c:35]2[cH:36][cH:37][c:38]([O:41][CH3:42])[cH:39][cH:40]2)[n:20][c:21]([CH3:23])[n:22]1.[Cl:46][CH2:47][Cl:48].[F:6][c:7]1[n:8][cH:9][cH:10][cH:11][c:12]1[B:13]([OH:14])[OH:15].[K+:1].[OH2:49]>>[F:6][c:7]1[n:8][cH:9][cH:10][cH:11][c:12]1-[c:17]1[n:18][c:19]([N:24]([CH2:25][c:26]2[cH:27][cH:28][c:29]([O:32][CH3:33])[cH:30][cH:31]2)[CH2:34][c:35]2[cH:36][cH:37][c:38]([O:41][CH3:42])[cH:39][cH:40]2)[n:20][c:21]([CH3:23])[n:22]1. Reactants: BrC=1C=CC(=NC1)Cl (5-bromo-2-chloropyridine), C(CCC)[Li] (n-butyllithium), [NH4+].[Cl-] (NH4Cl), [Si](C)(C)(C(C)(C)C)OC[C@H](CC(C)C)/N=C/C(F)(F)F ((2S)-1-{[tert-butyl(dimethyl)silyl]oxy}-4-methyl-N-[(1E)-2,2,2-trifluoroethylidene]pentan-2-amine). Solvent: CCOCC (ether). Run at temperature -78 celsius, time 2 hour. The product is ClC1=CC=C(C=N1)[C@@H](C(F)(F)F)N[C@H](CO)CC(C)C ((2S)-2-{[(1S)-1-(6-chloropyridin-3-yl)-2,2,2-trifluoroethyl]amino}-4-methylpentan-1-ol). RXN SMILES: Br[C:2]1[CH:3]=[CH:4][C:5]([Cl:8])=[N:6][CH:7]=1.C([Li])CCC.[Si]([O:21][CH2:22][C@@H:23](/[N:28]=[CH:29]/[C:30]([F:33])([F:32])[F:31])[CH2:24][CH:25]([CH3:27])[CH3:26])(C(C)(C)C)(C)C.[NH4+].[Cl-]>CCOCC>[Cl:8][C:5]1[N:6]=[CH:7][C:2]([C@H:29]([NH:28][C@@H:23]([CH2:24][CH:25]([CH3:27])[CH3:26])[CH2:22][OH:21])[C:30]([F:32])([F:31])[F:33])=[CH:3][CH:4]=1 |f:3.4|. Procedure: To a solution of 5-bromo-2-chloropyridine (2.5 g, 13 mmol) in ether (30 mL) at −78° C. was added n-butyllithium (13 mmol, 2.5 M in hexane). The mixture was stirred at −78° C. for 1 h. (2S)-1-{[tert-butyl(dimethyl)silyl]oxy}-4-methyl-N-[(1E)-2,2,2-trifluoroethylidene]pentan-2-amine (3.64 g, 11.7 mmol, see Step 2, Example 8) was added. The mixture was stirred at −78° C. for 2 h. Saturated aqueous NH4Cl was added to the reaction mixture and the mixture was extracted twice with EtOAc. The combined o...